This data is from the Open Reaction Database (ORD), a public repository of structured organic reaction records. The task is: describe an organic reaction: reactants, conditions, products, and yield The reactants are CCOC(=O)C1=C(c2ccc3c(c2)OCO3)c2ccccc2C1(O)c1ccc2c(c1)OCO2, CC[SiH](CC)CC, ClCCl, Cl. Product: CCOC(=O)C1=C(c2ccc3c(c2)OCO3)c2ccccc2C1c1ccc2c(c1)OCO2. As a reaction SMILES: [CH2:1]([CH3:2])[O:3][C:4](=[O:5])[C:6]1=[C:14]([c:15]2[cH:16][c:17]3[c:18]([cH:19][cH:20]2)[O:21][CH2:22][O:23]3)[c:13]2[c:8]([cH:9][cH:10][cH:11][cH:12]2)[C:7]1([OH:24])[c:25]1[cH:26][c:27]2[c:28]([cH:29][cH:30]1)[O:31][CH2:32][O:33]2.[CH2:34]([SiH:35]([CH2:36][CH3:37])[CH2:38][CH3:39])[CH3:40].[Cl:42][CH2:43][Cl:44].[ClH:41]>>[CH2:1]([CH3:2])[O:3][C:4](=[O:5])[C:6]1=[C:7]([c:25]2[cH:26][c:27]3[c:28]([cH:29][cH:30]2)[O:31][CH2:32][O:33]3)[c:8]2[cH:9][cH:10][cH:11][cH:12][c:13]2[CH:14]1[c:15]1[cH:16][c:17]2[c:18]([cH:19][cH:20]1)[O:21][CH2:22][O:23]2. Procedure details: 11.3 g (0.0298 mol) of the urethane, 1-[2-(N-ethoxycarbonyl-N-ethylamino)-ethyl]-1,2,6,7-tetrahydro-2-methylindolo[1,7-ab][1]benzazepine obtained after three successive treatments with ethyl chloroformate, were autoclaved for 8 hours at 140° C with a solution of 5.9 g [3 equivalents] of potassium hydroxide in 5.9 ml of water and 53 ml of ethanol. The resulting mixture was worked up as described in part B of Example 2 to yield the basic product, together with some unhydrolysed urethane which was ... The reactants are NC(=O)OCC (urethane), C(C)OC(=O)N(CC)CCC1C(C2=CC=CC3=C2N1C1=C(CC3)C=CC=C1)C (1-[2-(N-ethoxycarbonyl-N-ethylamino)-ethyl]-1,2,6,7-tetrahydro-2-methylindolo[1,7-ab][1]benzazepine), ClC(=O)OCC (ethyl chloroformate), [OH-].[K+] (potassium hydroxide), NC(=O)OCC (urethane). Reaction SMILES: NC(OCC)=O.C(OC([N:12]([CH2:15][CH2:16][CH:17]1[N:25]2[C:26]3[CH:33]=[CH:32][CH:31]=[CH:30][C:27]=3[CH2:28][CH2:29][C:23]3=[C:24]2[C:19](=[CH:20][CH:21]=[CH:22]3)[CH:18]1[CH3:34])[CH2:13][CH3:14])=O)C.[Cl:35]C(OCC)=O.[OH-].[K+]>O.C(O)C>[CH2:13]([NH:12][CH2:15][CH2:16][C@@H:17]1[N:25]2[C:26]3[CH:33]=[CH:32][CH:31]=[CH:30][C:27]=3[CH2:28][CH2:29][C:23]3=[C:24]2[C:19](=[CH:20][CH:21]=[CH:22]3)[C@H:18]1[CH3:34])[CH3:14].[ClH:35] |f:3.4|. Run in O (water), C(C)O (ethanol). Product: C(C)NCC[C@H]1[C@@H](C2=CC=CC3=C2N1C1=C(CC3)C=CC=C1)C (trans-1-(2-ethylaminoethyl)-1,2,6,7-tetrahydro-2-methylindolo[1,7-ab][1]benzazepine), Cl (hydrochloride). Starting materials: CC(C)OC(=O)/N=N/C(=O)OC(C)C (Diisopropylazodicarboxylate), OC=1C=C(C=O)C=CC1 (3-hydroxybenzaldehyde), C(C)(C)(C)OC(=O)NCCO (2-(t-butyloxycarbonylamino) ethanol), C1(=CC=CC=C1)P(C1=CC=CC=C1)C1=CC=CC=C1 (triphenylphosphine). Solvent: C1CCOC1 (THF). Yields the product C(C)(C)(C)OC(=O)NCCOC=1C=C(C=O)C=CC1 (3-(2-t-Butyloxycarbonylaminoethoxy)benzaldehyde). Isolated yield 60.3%. As a reaction SMILES: CC(OC(/N=N/C(OC(C)C)=O)=O)C.[OH:15][C:16]1[CH:17]=[C:18]([CH:21]=[CH:22][CH:23]=1)[CH:19]=[O:20].[C:24]([O:28][C:29]([NH:31][CH2:32][CH2:33]O)=[O:30])([CH3:27])([CH3:26])[CH3:25].C1(P(C2C=CC=CC=2)C2C=CC=CC=2)C=CC=CC=1>C1COCC1>[C:24]([O:28][C:29]([NH:31][CH2:32][CH2:33][O:15][C:16]1[CH:17]=[C:18]([CH:21]=[CH:22][CH:23]=1)[CH:19]=[O:20])=[O:30])([CH3:27])([CH3:26])[CH3:25]. Reported procedure: Diisopropylazodicarboxylate (2.0 mL, 10 mmol) was added to a solution of 3-hydroxybenzaldehyde (1.23 g, 10 mmol), 2-(t-butyloxycarbonylamino) ethanol (1.6 g, 10 mmol), and triphenylphosphine 2.7 g, 10 mmol) with stirring in dry THF (50 mL) in an ice bath. After allowing the reaction mixture to warm to room temperature overnight, the solvent was evaporated under vacuum. The mixture was diluted with EtOAc (300 mL) and extracted with 1M NaOH (20 mL), water (2×20 mL), and brine (10 mL). After drying... Yields the product CN1N=C(C=C1C1=C2C=CC(=NC2=C(N=C1)NC=1SC=C(N1)C)C)C ([5-(2,5-Dimethyl-2H-pyrazol-3-yl)-2-methyl-[1,7]naphthyridin-8-yl]-(4-methyl-thiazol-2-yl)-amine). Procedure: The title compound, MS: m/e=351.3 (M+H+), was prepared in accordance with the general method of example 15 step 1 and step 3 from 8-chloro-5-iodo-2-methyl-[1,7]naphthyridine (Example I), 1,3-dimethyl-1H-pyrazole-5-boronic acid (Example J) and 2-amino-4-methylthiazole. RXN SMILES: Cl[C:2]1[N:3]=[CH:4][C:5](I)=[C:6]2[C:11]=1[N:10]=[C:9]([CH3:12])[CH:8]=[CH:7]2.[CH3:14][N:15]1[C:19](B(O)O)=[CH:18][C:17]([CH3:23])=[N:16]1.[NH2:24][C:25]1[S:26][CH:27]=[C:28]([CH3:30])[N:29]=1>>[CH3:14][N:15]1[C:19]([C:5]2[CH:4]=[N:3][C:2]([NH:24][C:25]3[S:26][CH:27]=[C:28]([CH3:30])[N:29]=3)=[C:11]3[C:6]=2[CH:7]=[CH:8][C:9]([CH3:12])=[N:10]3)=[CH:18][C:17]([CH3:23])=[N:16]1. The reactants are ClC=1N=CC(=C2C=CC(=NC12)C)I (8-chloro-5-iodo-2-methyl-[1,7]naphthyridine), CN1N=C(C=C1B(O)O)C (1,3-dimethyl-1H-pyrazole-5-boronic acid), NC=1SC=C(N1)C (2-amino-4-methylthiazole). Reactants: [OH-].[Ca+2].[OH-] (Calcium hydroxide), CS(=O)(=O)NC=1C=CC2=C(C(CC3(CCN(CC3)CCC=3C=CC(=NC3)Cl)O2)=O)C1 (6-methanesulfonamido-3,4-dihydro-1'-[2-(2-chloro-pyrid-5-yl)ethyl]spiro [(2H)-1-benzopyran-2,4'-piperidine]-4-one), ClC1=CC(=CC=C1)C(=O)OO (m-chloroperbenzoic acid). Run in C(Cl)(Cl)Cl (chloroform). Conditions: time 1 hour. Yields the product CS(=O)(=O)NC=1C=CC2=C(C(CC3(CCN(CC3)CCC=3C=CC(=NC3)Cl)O2)=O)C1 (6-Methanesulfonamido-3,4-dihydro-1'-[2-(2-chloropyrid-5-yl)ethyl]-spiro[(2H)-1-benzopyran-2,4'-piperidine]-4-one), [NH4+].[OH-] (NH4OH), title compound. RXN SMILES: [CH3:1][S:2]([NH:5][C:6]1[CH:7]=[CH:8][C:9]2[O:28][C:13]3([CH2:18][CH2:17][N:16]([CH2:19][CH2:20][C:21]4[CH:22]=[CH:23][C:24]([Cl:27])=[N:25][CH:26]=4)[CH2:15][CH2:14]3)[CH2:12][C:11](=[O:29])[C:10]=2[CH:30]=1)(=[O:4])=[O:3].ClC1C=CC=C(C(OO)=[O:39])C=1.[OH-].[Ca+2].[OH-]>C(Cl)(Cl)Cl>[CH3:1][S:2]([NH:5][C:6]1[CH:7]=[CH:8][C:9]2[O:28][C:13]3([CH2:14][CH2:15][N:16]([CH2:19][CH2:20][C:21]4[CH:22]=[CH:23][C:24]([Cl:27])=[N:25][CH:26]=4)[CH2:17][CH2:18]3)[CH2:12][C:11](=[O:29])[C:10]=2[CH:30]=1)(=[O:4])=[O:3].[NH4+:5].[OH-:39] |f:2.3.4,7.8|. Procedure: The N-oxide of the product of Example 276 was prepared by treating 6-methanesulfonamido-3,4-dihydro-1'-[2-(2-chloro-pyrid-5-yl)ethyl]spiro [(2H)-1-benzopyran-2,4'-piperidine]-4-one (0.170 g, 0.000378 mol) in 120 mL of chloroform with 0.276 g (0.0008 mol) of m-chloroperbenzoic acid at room temperature overnight. Calcium hydroxide (0.12 g, 0.0016 mol) was added, the mixture was stirred one hour at room temperature and was filtered and concentrated in vacuo. Flash chromatography on silica gel using... Reactants: C[Si](N[Si](C)(C)C)(C)C.[Li] (lithium hexamethyldisilazane), solution, CN(C1=CC=C(COC=2C=C(C=CC2)C#C)C=C1)C (3-(4-(dimethylamino)benzyloxy)phenylacetylene), CON(C(C1=CC=CC=C1)=O)C (N-methoxy-N-methylbenzamide). Run in O1CCCC1 (tetrahydrofuran), O1CCCC1 (tetrahydrofuran), O1CCCC1 (tetrahydrofuran). Reaction conditions: temperature 0 celsius, time 45 minute. Yields the product C1(=CC=CC=C1)C(C#CC1=CC(=CC=C1)OCC1=CC=C(C=C1)N(C)C)=O (1-Phenyl-3-[3-(4-(dimethylamino)benzyloxy)phenyl]-2-propyne-1-one). RXN SMILES: C[Si](C)(C)N[Si](C)(C)C.[Li].[CH3:11][N:12]([CH3:29])[C:13]1[CH:28]=[CH:27][C:16]([CH2:17][O:18][C:19]2[CH:20]=[C:21]([C:25]#[CH:26])[CH:22]=[CH:23][CH:24]=2)=[CH:15][CH:14]=1.CON(C)[C:33](=[O:40])[C:34]1[CH:39]=[CH:38][CH:37]=[CH:36][CH:35]=1>O1CCCC1>[C:34]1([C:33](=[O:40])[C:26]#[C:25][C:21]2[CH:22]=[CH:23][CH:24]=[C:19]([O:18][CH2:17][C:16]3[CH:27]=[CH:28][C:13]([N:12]([CH3:11])[CH3:29])=[CH:14][CH:15]=3)[CH:20]=2)[CH:39]=[CH:38][CH:37]=[CH:36][CH:35]=1 |f:0.1,^1:9|. Procedure details: Place lithium hexamethyldisilazane (2 mL of a 1M solution in tetrahydrofuran, 2 mmol) and tetrahydrofuran (8 mL) under an argon atmosphere and cool to 0° C. Add a solution of 3-(4-(dimethylamino)benzyloxy)phenylacetylene (0.51 g, 2 mmol) in tetrahydrofuran and stir the solution for 45 minutes at 0° C. Add N-methoxy-N-methylbenzamide (0.4 g, 2.4 mmol), remove the cooling bath and stir at room temperature for 1 hour. Partition the mixture between ethyl ether and water, separate the organic phase a... Starting materials: Intermediate 49, FC[C@@H]1CN(CC1)C(=O)OC(C)(C)C (tert-butyl (3S)-3-(fluoromethyl)pyrrolidine-1-carboxylate), O.C1(=CC=C(C=C1)S(=O)(=O)O)C (p-toluenesulfonic acid monohydrate), FC[C@@H]1CN(CC1)C(=O)OC(C)(C)C (tert-butyl (3S)-3-(fluoromethyl)pyrrolidine-1-carboxylate). The solvent is C(C)O (ethanol). The product is CC1=CC=C(C=C1)S(=O)(=O)O.FC[C@@H]1CNCC1 ((3S)-3-(Fluoromethyl)pyrrolidine 4-methylbenzenesulfonate). Yield: 98.2%. As a reaction SMILES: O.[C:2]1([CH3:12])[CH:7]=[CH:6][C:5]([S:8]([OH:11])(=[O:10])=[O:9])=[CH:4][CH:3]=1.[F:13][CH2:14][C@H:15]1[CH2:19][CH2:18][N:17](C(OC(C)(C)C)=O)[CH2:16]1>C(O)C>[CH3:12][C:2]1[CH:3]=[CH:4][C:5]([S:8]([OH:11])(=[O:10])=[O:9])=[CH:6][CH:7]=1.[F:13][CH2:14][C@H:15]1[CH2:19][CH2:18][NH:17][CH2:16]1 |f:0.1,4.5|. Reported procedure: Prepare using the method of Intermediate 49 with p-toluenesulfonic acid monohydrate (0.14 g, 0.74 mmol), tert-butyl (3S)-3-(fluoromethyl)pyrrolidine-1-carboxylate (See Intermediate 54) (0.15 g, 0.74 mmol) and ethanol (2 mL) to give the title compound as a white solid (0.20 g): MS (m/e): 104 (M+1). The reactants are Cc1ccccc1-c1c(NC(=O)OC(C)(C)C)c(=O)oc2cc3c(cc12)CCC3, ClCCl, O=C(O)C(F)(F)F. Yields the product Cc1ccccc1-c1c(N)c(=O)oc2cc3c(cc12)CCC3. RXN SMILES: [C:1]([O:2][C:3](=[O:4])[NH:8][c:9]1[c:10](=[O:29])[o:11][c:12]2[c:13]([c:14]1-[c:15]1[c:16]([CH3:21])[cH:17][cH:18][cH:19][cH:20]1)[cH:22][c:23]1[c:24]([cH:25]2)[CH2:26][CH2:27][CH2:28]1)([CH3:5])([CH3:6])[CH3:7].[Cl:37][CH2:38][Cl:39].[OH:30][C:31]([C:32]([F:33])([F:34])[F:35])=[O:36]>>[NH2:8][c:9]1[c:10](=[O:29])[o:11][c:12]2[c:13]([c:14]1-[c:15]1[c:16]([CH3:21])[cH:17][cH:18][cH:19][cH:20]1)[cH:22][c:23]1[c:24]([cH:25]2)[CH2:26][CH2:27][CH2:28]1. The reactants are C(#N)C1=C(C=C(N)C=C1)C1=CC=C(C=C1)OC (4-Cyano-3-(4-methoxyphenyl)aniline), N(=C=O)C1=CC=C(C=2CCCCC12)C#N (4-Isocyanato-5,6,7,8-tetrahydronaphthalene-1-carbonitrile), O[C@@H]1CCN2C(N(C([C@@H]21)=O)C2=CC=C(C=1CCCCC21)C#N)=O ((7R,7aS)-4-(7-Hydroxy-1,3-dioxotetrahydropyrrolo[1,2-c]imidazol-2-yl)-5,6,7,8-tetrahydronaphthalene-1-carbonitrile). The product is O[C@@H]1CCN2C(N(C([C@@H]21)=O)C2=CC=C(C(=C2)C2=CC=C(C=C2)OC)C#N)=O ((7R,7aS)-5-(7-Hydroxy-1,3-dioxo-tetrahydro-pyrrolo[1,2-c]imidazol-2-yl)-4′-methoxybiphenyl-2-carbonitrile). Reaction SMILES: [C:1]([C:3]1[CH:9]=[CH:8][C:6]([NH2:7])=[CH:5][C:4]=1[C:10]1[CH:15]=[CH:14][C:13]([O:16][CH3:17])=[CH:12][CH:11]=1)#[N:2].N(C1C2CCCCC=2C(C#N)=CC=1)=C=O.[OH:33][C@H:34]1[C@@H:41]2[N:37]([C:38](=[O:55])N(C3C4CCCCC=4C(C#N)=CC=3)[C:40]2=[O:42])[CH2:36][CH2:35]1>>[OH:33][C@H:34]1[C@@H:41]2[N:37]([C:38](=[O:55])[N:7]([C:6]3[CH:5]=[C:4]([C:10]4[CH:15]=[CH:14][C:13]([O:16][CH3:17])=[CH:12][CH:11]=4)[C:3]([C:1]#[N:2])=[CH:9][CH:8]=3)[C:40]2=[O:42])[CH2:36][CH2:35]1. Reported procedure: The title compound was prepared from compound 49A by procedures analogous to those described in Experiment 2E and 2F. HPLC: 96% at 3.24 min (retention time) (Conditions: YMC S5 C18 (4.6×50 mm); Eluted with 0% to 100% B, 8 min gradient, 3 min hold. (A=90% H2O-10% MeOH-0.1% H3PO4 and B=10% H2O-90% MeOH-0.1% H3PO4); Flow rate at 2.5 mL/min UV detection at 220 nm). LC/MS m/z 364 [M+H]+.